Task: describe an organic reaction: reactants, conditions, products, and yield. Dataset: the Open Reaction Database (ORD), a public repository of structured organic reaction records Reactants: CN(C1=CC=C(C=C1)C(CC(=O)C1=CC=NC=C1)C1=C(C=CC=C1)C)C (3-(4-dimethylamino-phenyl)-1-pyridin-4-yl-3-o-tolyl-propan-1-one), Cl.NO (hydroxylamine hydrochloride), C(=O)(O)[O-].[Na+] (NaHCO3). Yields the product CN(C1=CC=C(C=C1)C(C\C(=N/O)\C1=CC=NC=C1)C1=C(C=CC=C1)C)C ((E)-3-(4-Dimethylamino-phenyl)-1-pyridin-4-yl-3-o-tolyl-propan-1-one oxime). As a reaction SMILES: [CH3:1][N:2]([CH3:26])[C:3]1[CH:8]=[CH:7][C:6]([CH:9]([C:19]2[CH:24]=[CH:23][CH:22]=[CH:21][C:20]=2[CH3:25])[CH2:10][C:11]([C:13]2[CH:18]=[CH:17][N:16]=[CH:15][CH:14]=2)=O)=[CH:5][CH:4]=1.Cl.[NH2:28][OH:29].C([O-])(O)=O.[Na+]>>[CH3:1][N:2]([CH3:26])[C:3]1[CH:8]=[CH:7][C:6]([CH:9]([C:19]2[CH:24]=[CH:23][CH:22]=[CH:21][C:20]=2[CH3:25])[CH2:10]/[C:11](/[C:13]2[CH:18]=[CH:17][N:16]=[CH:15][CH:14]=2)=[N:28]\[OH:29])=[CH:5][CH:4]=1 |f:1.2,3.4|. Reported procedure: In analogy to example 1, step 2, from 3-(4-dimethylamino-phenyl)-1-pyridin-4-yl-3-o-tolyl-propan-1-one and hydroxylamine hydrochloride in the presence of NaHCO3 was prepared the title compound as a white foam, MS (ESI+): m/z=360.2 ([M+H]+). Starting materials: O.O.O.C(C)(=O)[O-].[Pb+2].C(C)(=O)[O-] (Lead (II) acetate trihydrate), [N+](=O)([O-])C1=CC=C(CS)C=C1 (4-nitrobenzyl mercaptan), BrN1C(CCC1=O)=O (N-bromosuccinimide). Solvent: CO (methanol). Reaction conditions: temperature 50 celsius, time 1 hour. The product is [N+](=O)([O-])C1=CC=C(CSN2C(CCC2=O)=O)C=C1 (N-(4-nitrobenzylmercapto)succinimide). The yield is 64.9%. RXN SMILES: O.O.O.C([O-])(=O)C.[Pb+2].C([O-])(=O)C.[N+:13]([C:16]1[CH:23]=[CH:22][C:19]([CH2:20][SH:21])=[CH:18][CH:17]=1)([O-:15])=[O:14].Br[N:25]1[C:29](=[O:30])[CH2:28][CH2:27][C:26]1=[O:31]>CO>[N+:13]([C:16]1[CH:23]=[CH:22][C:19]([CH2:20][S:21][N:25]2[C:29](=[O:30])[CH2:28][CH2:27][C:26]2=[O:31])=[CH:18][CH:17]=1)([O-:15])=[O:14] |f:0.1.2.3.4.5|. Procedure: Lead (II) acetate trihydrate (0.759 g, 2.0 mmol) and 4-nitrobenzyl mercaptan (0.745 g, 4.4 mmol) were stirred together in methanol (24 cm3) solution at room temperature. After 1 h, the products were filtered and the residue was washed with a small volume of cold methanol. The residue was dried in vacuo over calcium chloride and then suspended in dry acetonitrile (20 cm3). Following the evaporation of the solvent under reduced pressure, the residue was suspended in dry benzene (20 cm3) and the so... As a reaction SMILES: [Br:11][CH2:12][c:13]1[cH:14][cH:15][c:16]([C:19]([F:20])([F:21])[F:22])[cH:17][cH:18]1.[C:1]1(=[O:10])[NH:2][CH2:3][c:4]2[cH:5][cH:6][cH:7][cH:8][c:9]21.[C:23](=[O:24])([O-:25])[O-:26].[CH3:47][C:48](=[O:49])[CH3:50].[CH3:51][CH2:52][CH2:53][CH2:54][CH2:55][CH3:56].[CH3:57][CH2:58][O:59][C:60](=[O:61])[CH3:62].[Cs+:27].[Cs+:28].[O:29]1[CH2:30][CH2:31][O:32][CH2:33][CH2:34][O:35][CH2:36][CH2:37][O:38][CH2:39][CH2:40][O:41][CH2:42][CH2:43][O:44][CH2:45][CH2:46]1>>[C:1]1(=[O:10])[N:2]([CH2:12][c:13]2[cH:14][cH:15][c:16]([C:19]([F:20])([F:21])[F:22])[cH:17][cH:18]2)[CH2:3][c:4]2[cH:5][cH:6][cH:7][cH:8][c:9]21. Reactants: FC(F)(F)c1ccc(CBr)cc1, O=C1NCc2ccccc21, O=C([O-])[O-], CC(C)=O, CCCCCC, CCOC(C)=O, [Cs+], [Cs+], C1COCCOCCOCCOCCOCCO1. Yields the product O=C1c2ccccc2CN1Cc1ccc(C(F)(F)F)cc1. Reactants: Trans-N,N′-dimethylcyclohexanediamine, BrC=1C=C(CO)C=C(C1)F (3-bromo-5-fluorobenzylalcohol), C(C)(C)(C)C1=NNC(=C1)N (3-tert-butyl-1H-pyrazole-5-amine), C([O-])([O-])=O.[K+].[K+] (potassium carbonate). The reagents and catalysts are [Cu]I (copper (I) iodide). Conditions: temperature 150 celsius. The product is NC1=CC(=NN1C=1C=C(C=C(C1)F)CO)C(C)(C)C ([3-(5-Amino-3-tert-butyl-pyrazol-1-yl)-5-fluoro-phenyl]-methanol). The yield is 23.9%. RXN SMILES: Br[C:2]1[CH:3]=[C:4]([CH:7]=[C:8]([F:10])[CH:9]=1)[CH2:5][OH:6].[C:11]([C:15]1[CH:19]=[C:18]([NH2:20])[NH:17][N:16]=1)([CH3:14])([CH3:13])[CH3:12].C(=O)([O-])[O-].[K+].[K+]>[Cu]I>[NH2:20][C:18]1[N:17]([C:2]2[CH:3]=[C:4]([CH2:5][OH:6])[CH:7]=[C:8]([F:10])[CH:9]=2)[N:16]=[C:15]([C:11]([CH3:14])([CH3:13])[CH3:12])[CH:19]=1 |f:2.3.4|. Reported procedure: Degassed toluene (sparged with argon for 25 mins, 10.0 mL) was added to a mixture of 3-bromo-5-fluorobenzylalcohol (1.00 g, 4.88 mmol), 3-tert-butyl-1H-pyrazole-5-amine (678 mg, 4.88 mmol), copper (I) iodide (46.0 mg, 0.24 mmol) and potassium carbonate (1.41 g, 10.2 mmol). Trans-N,N′-dimethylcyclohexanediamine (154 μL, 0.98 mmol) was added and the reaction heated to 150° C. for 18 h using microwave irradiation. The mixture was partitioned between EtOAc and water. The aqueous layer was then extra... Starting materials: ClC1=CC=C(C=C1)CC(=O)NNC=1N=NC(=C(C1)C1=CC=C(C=C1)Cl)C1=C(C=CC=C1)Cl (2-(4-chlorophenyl)-N′-(6-(2-chlorophenyl)-5-(4-chlorophenyl)pyridazin-3-yl)acetohydrazide), [Cl-].[Cl-].C1(=CC=CC=C1)P(C1=CC=CC=C1)C1=CC=CC=C1 (triphenylphosphine dichloride), ClC1=C(C=CC=C1)C=1C(=CC=2N(N1)C(=NN2)CC2CCCCC2)C2=CC=C(C=C2)Cl (6-(2-chlorophenyl)-7-(4-chlorophenyl)-3-(cyclohexylmethyl)-[1,2,4]triazolo[4,3-b]pyridazine). Yields the product ClC1=CC=C(CC2=NN=C3N2N=C(C(=C3)C3=CC=C(C=C3)Cl)C3=C(C=CC=C3)Cl)C=C1 (3-(4-chlorobenzyl)-6-(2-chlorophenyl)-7-(4-chlorophenyl)-[1,2,4]triazolo[4,3-b]pyridazine). Yield: 53.7%. Reaction SMILES: [Cl:1][C:2]1[CH:7]=[CH:6][C:5]([CH2:8][C:9]([NH:11][NH:12][C:13]2[N:14]=[N:15][C:16]([C:26]3[CH:31]=[CH:30][CH:29]=[CH:28][C:27]=3[Cl:32])=[C:17]([C:19]3[CH:24]=[CH:23][C:22]([Cl:25])=[CH:21][CH:20]=3)[CH:18]=2)=O)=[CH:4][CH:3]=1.[Cl-].[Cl-].C1(P(C2C=CC=CC=2)C2C=CC=CC=2)C=CC=CC=1.ClC1C=CC=CC=1C1C(C2C=CC(Cl)=CC=2)=CC2N(C(CC3CCCCC3)=NN=2)N=1>>[Cl:1][C:2]1[CH:7]=[CH:6][C:5]([CH2:8][C:9]2[N:14]3[N:15]=[C:16]([C:26]4[CH:31]=[CH:30][CH:29]=[CH:28][C:27]=4[Cl:32])[C:17]([C:19]4[CH:24]=[CH:23][C:22]([Cl:25])=[CH:21][CH:20]=4)=[CH:18][C:13]3=[N:12][N:11]=2)=[CH:4][CH:3]=1 |f:1.2.3|. Procedure details: The title compound (50 mg, 54%) as a white powder was prepared from 2-(4-chlorophenyl)-N′-(6-(2-chlorophenyl)-5-(4-chlorophenyl)pyridazin-3-yl)acetohydrazide (96 mg, 0.2 mmol) and triphenylphosphine dichloride (220 mg,0.66 mmol) according to the procedures described for 6-(2-chlorophenyl)-7-(4-chlorophenyl)-3-(cyclohexylmethyl)-[1,2,4]triazolo[4,3-b]pyridazine (Example 7B). HPLC/MS (method A): retention time=4.12 min, (M+H)+=465.2. Solvent: C(=O)(C(F)(F)F)O (TFA), C(Cl)Cl (DCM). Product: ClC=1C(=NC(=CC1)CC)C1(CCNCC1)O (3-Chloro-6-ethyl-2′,3′,5′,6′-tetrahydro-1′H[2,4′]bipyridinyl-4′-ol). As a reaction SMILES: C(OC([N:8]1[CH2:13][CH2:12][C:11]([OH:23])([C:14]2[C:19]([Cl:20])=[CH:18][CH:17]=[C:16]([CH2:21][CH3:22])[N:15]=2)[CH2:10][CH2:9]1)=O)(C)(C)C>C(O)(C(F)(F)F)=O.C(Cl)Cl>[Cl:20][C:19]1[C:14]([C:11]2([OH:23])[CH2:12][CH2:13][NH:8][CH2:9][CH2:10]2)=[N:15][C:16]([CH2:21][CH3:22])=[CH:17][CH:18]=1. Isolated yield 86.4%. Procedure details: 3-Chloro-6-ethyl-4′-hydroxy-3′,4′,5′,6′-tetrahydro-2′H[2,4′]bipyridinyl-1′-carboxylic acid tert-butyl ester (0.086 g, 0.25 mmol) was dissolved in TFA (1 mL) and DCM (1 mL). The mixture was stirred for 20 minutes and the solvent removed by evaporation under vacuum and the residues were passed through an SCX cartridge, eluting with 2 M ammonia in methanol to give the title compound (0.052 g). LCMS m/z 243.25 [M+H]+. R.T.=2.45 min (Analytical Method 3). Conditions: time 20 minute. The reactants are C(C)(C)(C)OC(=O)N1CCC(CC1)(C1=NC(=CC=C1Cl)CC)O (3-Chloro-6-ethyl-4′-hydroxy-3′,4′,5′,6′-tetrahydro-2′H[2,4′]bipyridinyl-1′-carboxylic acid tert-butyl ester). Reactants: CC(C)(C)[O-].[K+] (potassium tert-butylate), C(C)(=O)O (acetic acid), [N+](#[C-])CC(=O)OCC (ethyl isocyanoacetate), C1(CC1)N=C=S (cyclopropyl isothiocyanate). Run in C1CCOC1 (THF), C1CCOC1 (THF). Reaction conditions: temperature -20 celsius, time 15 minute. Product: C(C)OC(=O)C=1N=CSC1NC1CC1 (5-cyclopropylamino-thiazole-4-carboxylic acid ethyl ester). Isolated yield 37.0%. As a reaction SMILES: CC([O-])(C)C.[K+].[N+:7]([CH2:9][C:10]([O:12][CH2:13][CH3:14])=[O:11])#[C-:8].[CH:15]1([N:18]=[C:19]=[S:20])[CH2:17][CH2:16]1.C(O)(=O)C>C1COCC1>[CH2:13]([O:12][C:10]([C:9]1[N:7]=[CH:8][S:20][C:19]=1[NH:18][CH:15]1[CH2:17][CH2:16]1)=[O:11])[CH3:14] |f:0.1|. Procedure: To a vigorously stirred solution of 311 mg of potassium tert-butylate (2.77 mmol) in THF (5 ml) were slowly added 5 ml of a THF-solution of 300 mg of ethyl isocyanoacetate (2.52 mmol) and 250 mg of cyclopropyl isothiocyanate (2.52 mmol) at −20° C. The mixture was stirred for 15 min at −20° C. and was then allowed to warm to 0° C. in 1.5 h before 0.3 ml of acetic acid were added. The reaction mixture was concentrated in vacuo to give a residue which was purified by flash column chromatography (he... Reactants: ClC=1C=C(C(=O)N[C@@H](C)C2=NC3=C(N2)C=CC(=C3)Cl)C=CC1C(=O)N1[C@H](CCC1)CC(=O)O (3-chloro-N-[(1S)-1-(5-chloro-1H-benzimidazol-2-yl)ethyl]-4-[(2R)-2-(hydroxycarbonylmethyl)pyrrolidin-1-ylcarbonyl]benzamide), CN(C)C(=[N+](C)C)ON1C2=C(C=CC=C2)N=N1.[B-](F)(F)(F)F (TBTU), C(C)(C)N(CC)C(C)C (diisopropylethylamine), CN (methylamine), ClCl (chlorine), C24H25Cl2N5O3, ClCl (chlorine). The solvent is O1CCCC1 (tetrahydrofuran), ClCCl.C(C)O (dichloromethane ethanol). Product: ClC=1C=C(C(=O)N[C@@H](C)C2=NC3=C(N2)C=CC(=C3)Cl)C=CC1N1[C@H](CCC1)CC(=O)NC (3-chloro-N-[(1S)-1-(5-chloro-1H-benzimidazol-2-yl)ethyl]-4-[(2R)-2-methylaminocarbonylmethylpyrrolidin-1-yl]benzamide). Isolated yield 60.0%. RXN SMILES: [Cl:1][C:2]1[CH:3]=[C:4]([CH:20]=[CH:21][C:22]=1C(N1CCC[C@@H]1CC(O)=O)=O)[C:5]([NH:7][C@H:8]([C:10]1[NH:14][C:13]2[CH:15]=[CH:16][C:17]([Cl:19])=[CH:18][C:12]=2[N:11]=1)[CH3:9])=[O:6].[CH3:34][N:35]([C:37]([O:41]N1N=NC2C=CC=CC1=2)=[N+](C)C)C.[B-](F)(F)(F)F.C([N:59]([CH:62]([CH3:64])[CH3:63])[CH2:60][CH3:61])(C)C.CN.ClCl>O1CCCC1.ClCCl.C(O)C>[Cl:1][C:2]1[CH:3]=[C:4]([CH:20]=[CH:21][C:22]=1[N:59]1[CH2:60][CH2:61][CH2:64][C@@H:62]1[CH2:63][C:37]([NH:35][CH3:34])=[O:41])[C:5]([NH:7][C@H:8]([C:10]1[NH:14][C:13]2[CH:15]=[CH:16][C:17]([Cl:19])=[CH:18][C:12]=2[N:11]=1)[CH3:9])=[O:6] |f:1.2,7.8|. Procedure: Prepared analogously to Example 1g from 3-chloro-N-[(1S)-1-(5-chloro-1H-benzimidazol-2-yl)ethyl]-4-[(2R)-2-(hydroxycarbonylmethyl)pyrrolidin-1-ylcarbonyl]benzamide, TBTU, diisopropylethylamine, and methylamine in tetrahydrofuran. Yield: 60%; Rf value: 0.44 (silica gel: dichloromethane/ethanol=9:1); C24H25Cl2N5O3 (502.405); mass spectrum: (M+H)+=502/504/506 (chlorine isotope) and (M−H)−=500/502/504 (chlorine isotope). The product is C[C@@]1(C([C@H](CC1)C(NC)=O)(C)C)C(=O)O ((1R,3S)-1,2,2-Trimethyl-3-(methylcarbamoyl)cyclopentanecarboxylic acid). Procedure: A mixture of 40% aqueous methylamine (70 mL) and camphoric anhydride (5 g) was stirred at room temperature for 30 minutes. To this N,N-dimethyl-4-aminopyridine (DMAP) (0.67 g, 5.4 mmol) was added and stirred further for 24 hours. The reaction mixture was allowed to cool to room temperature and acidified with con. HCl at 0-5° C. White precipitate formed was filtered and dried (5.2 g). m/z (M+H): 214.1. RXN SMILES: [C:1]1(=[O:13])[O:10][C:8](=[O:9])[CH:7]2[CH2:11][CH2:12][C:2]1([C:4]2([CH3:6])[CH3:5])[CH3:3].Cl.[CH3:15][NH2:16]>CN(C1C=CN=CC=1)C>[CH3:3][C@@:2]1([C:1]([OH:10])=[O:13])[CH2:12][CH2:11][C@H:7]([C:8](=[O:9])[NH:16][CH3:15])[C:4]1([CH3:6])[CH3:5]. The reagents and catalysts are CN(C)C1=CC=NC=C1 (N,N-dimethyl-4-aminopyridine). Reactants: C1(C2(C)C(C)(C)C(C(=O)O1)CC2)=O (camphoric anhydride), CN (methylamine), Cl (HCl). Reaction conditions: time 30 minute. Reactants: C(C#CCCCCCCCC)O (2-Undecyn-1-ol). The reagents and catalysts are [Pd].CC(=O)[O-].CC(=O)[O-].[Pb+2] (Lindlar catalyst). Solvent: CCOC(=O)C (EtOAc). Conditions: time 2 hour. The product is C(\C=C/CCCCCCCC)O (cis-2-Undecen-1-ol). RXN SMILES: [CH2:1]([OH:12])[C:2]#[C:3][CH2:4][CH2:5][CH2:6][CH2:7][CH2:8][CH2:9][CH2:10][CH3:11]>CCOC(C)=O.[Pd].CC([O-])=O.CC([O-])=O.[Pb+2]>[CH2:1]([OH:12])/[CH:2]=[CH:3]\[CH2:4][CH2:5][CH2:6][CH2:7][CH2:8][CH2:9][CH2:10][CH3:11] |f:2.3.4.5|. Procedure details: To a solution of 2-Undecyn-1-ol (48) (0.5 g, 3 mmol) in EtOAc (10 mL) was added Lindlar catalyst (25 mg). Hydrogen was bubbled through the reaction mixture. After 2 hours, the reaction was judged complete by TLC (90:10 EtOAc/Petroleum ether, Rf (13)=0.61, Rf (14)=0.55). The reaction mixture was filtered and the filtrate was concentrated by rotary evaporation to yield cis-2-Undecen-1-ol (14) as a colorless oil: 1H NMR (CDCl3) δ 5.60 (m, 2 H), 4.21 (s, 2 H), 2.14 (m, 2 H), 1.35 (m, 12 H), 0.82 (t,...